This data is from the Open Reaction Database (ORD), a public repository of structured organic reaction records. The task is: describe an organic reaction: reactants, conditions, products, and yield The reactants are Cl (hydrochloric acid), solution, C(C)[Mg]Br (ethylmagnesium bromide), resultant solution, COC(C1=CC=C(C=C1)B1OC(C(O1)(C)C)(C)C)=O (4-(4,4,5,5-tetramethyl-[1,3,2]dioxa borolan-2-yl)-benzoic acid methyl ester). Reagents/catalysts: CC([O-])C.[Ti+4].CC([O-])C.CC([O-])C.CC([O-])C (titanium(IV) isopropoxide). Solvent: C(C)OCC (diethylether), C(C)OCC (diethylether). Run at temperature -78 celsius, time 12 hour. Product: OC1(CC1)C1=CC=C(C=C1)B(O)O (4-(1-Hydroxy-cyclopropyl)-phenylboronic acid). As a reaction SMILES: [CH2:1]([Mg]Br)[CH3:2].CO[C:7](=[O:23])[C:8]1[CH:13]=[CH:12][C:11]([B:14]2[O:18]C(C)(C)C(C)(C)[O:15]2)=[CH:10][CH:9]=1.Cl>C(OCC)C.CC(C)[O-].[Ti+4].CC(C)[O-].CC(C)[O-].CC(C)[O-]>[OH:23][C:7]1([C:8]2[CH:9]=[CH:10][C:11]([B:14]([OH:15])[OH:18])=[CH:12][CH:13]=2)[CH2:2][CH2:1]1 |f:4.5.6.7.8|. Procedure: A 3.0 M solution of ethylmagnesium bromide in diethylether (7.6 mL) is added to a stirred solution of titanium(IV) isopropoxide (2.2 mL) in diethylether (70 mL) chilled to −78° C. The resultant solution is stirred at −78° C. for 1.5 h, before 4-(4,4,5,5-tetramethyl-[1,3,2]dioxa borolan-2-yl)-benzoic acid methyl ester (2.0 g) is added. The reaction mixture is warmed to ambient temperature and stirred for an additional 12 h. Then, 1 M aqueous hydrochloric acid is added and the resulting mixture is... Starting materials: [H-].[Na+] (Sodium hydride), BrC=1C=NC2=CC(=CC=C2C1NCCO)Cl (3-bromo-7-chloro-N-(2-hydroxyethyl)-4-quinolinamine). The solvent is CN(C)C=O (DMF), O (water). Reaction conditions: time 2 hour. Yields the product ClC=1C=CC=2C3=C(C=NC2C1)OCCN3 (8-Chloro-1,2-dihydro-3H-1,4-oxazino[2,3-c]quinoline). RXN SMILES: [H-].[Na+].Br[C:4]1[CH:5]=[N:6][C:7]2[C:12]([C:13]=1[NH:14][CH2:15][CH2:16][OH:17])=[CH:11][CH:10]=[C:9]([Cl:18])[CH:8]=2>CN(C=O)C.O>[Cl:18][C:9]1[CH:10]=[CH:11][C:12]2[C:13]3[NH:14][CH2:15][CH2:16][O:17][C:4]=3[CH:5]=[N:6][C:7]=2[CH:8]=1 |f:0.1|. Procedure details: Sodium hydride (obtained from 3 g of 50% suspension in mineral oil) was added to a solution of 3-bromo-7-chloro-N-(2-hydroxyethyl)-4-quinolinamine (15 g) in 30 ml of DMF and the mixture stirred at 80°-90° C. for 2 hours. After cooling, it was diluted with 300 ml of water and the product extracted with ethyl acetate. The extract was dried over sodium sulfate, the solvent was evaporated and the oily residue purified by high pressure liquid chromatography (HPLC) (hexane:ethyl acetate=1:1). The desi...